From a dataset of the Open Reaction Database (ORD), a public repository of structured organic reaction records. describe an organic reaction: reactants, conditions, products, and yield Reactants: p-tolylsulfonyloxy-[N-(p-methoxybenzylimino]methyl)penam, ethyl acetate(10) silica gel, C1(=CC=CC=C1)C(C1=CC=CC=C1)(C1=CC=CC=C1)NC1[C@@H]2N(C(C(S2)(C)C)C2=NN=NN2CC2=CC=C(C=C2)OC)C1=O (6-(Triphenylmethylamino)-2,2-dimethyl-3-(1-[p-methoxybenzyl]tetrazol-5-yl)penam), [N-]=[N+]=[N-].[Na+] (sodium azide), benzene(200). Reaction conditions: time 24 hour. Product: C1(=CC=CC=C1)C(C1=CC=CC=C1)(C1=CC=CC=C1)NC1[C@@H]2N(C(C(S2)(C2=CC=CC=C2)C2=CC=CC=C2)C2=NN=NN2CC2=CC=C(C=C2)OC)C1=O (6-(Triphenylmethylamino)-2,2-diphenyl-3-(1-[p-methoxybenzyl]tetrazol-5-yl)penam). Reaction SMILES: [N-]=[N+]=[N-].[Na+].[C:5]1([C:11]([NH:24][CH:25]2[C:47](=[O:48])[N:27]3[CH:28]([C:33]4[N:37]([CH2:38][C:39]5[CH:44]=[CH:43][C:42]([O:45][CH3:46])=[CH:41][CH:40]=5)[N:36]=[N:35][N:34]=4)[C:29]([CH3:32])([CH3:31])[S:30][C@H:26]23)([C:18]2[CH:23]=[CH:22][CH:21]=[CH:20][CH:19]=2)[C:12]2[CH:17]=[CH:16][CH:15]=[CH:14][CH:13]=2)[CH:10]=[CH:9][CH:8]=[CH:7][CH:6]=1>>[C:5]1([C:11]([NH:24][CH:25]2[C:47](=[O:48])[N:27]3[CH:28]([C:33]4[N:37]([CH2:38][C:39]5[CH:40]=[CH:41][C:42]([O:45][CH3:46])=[CH:43][CH:44]=5)[N:36]=[N:35][N:34]=4)[C:29]([C:31]4[CH:19]=[CH:18][CH:11]=[CH:12][CH:13]=4)([C:32]4[CH:9]=[CH:10][CH:5]=[CH:6][CH:7]=4)[S:30][C@H:26]23)([C:18]2[CH:23]=[CH:22][CH:21]=[CH:20][CH:19]=2)[C:12]2[CH:13]=[CH:14][CH:15]=[CH:16][CH:17]=2)[CH:6]=[CH:7][CH:8]=[CH:9][CH:10]=1 |f:0.1|. Procedure details: To the solution of 6-(triphenylmethylamino)-2,2-dimethyl-3-(p-tolylsulfonyloxy-[N-(p-methoxybenzylimino]methyl)penam prepared above is added 1.63 g. (1.25 equivalents) of sodium azide and the mixture allowed to stir at room temperature for 24 hours. The mixture is quenched in 3 l. of ice water and the biphasic system allowed to stir for 15 min. The resulting oily solid is filtered, trituated with water and subsequently recrystallized from chloroformisopropanol, 3.38 g., m.p. 177°-180° C. Further... The product is C(C)(=O)OCS1C=CC2=C1C1=CC=C(C(N1CC2)=O)C2=CC=CC=C2 ((4,5-dihydro-7-oxo-8-phenyl-thieno[2,3-a]-quinolizin-1-yl)methyl acetate). As a reaction SMILES: OC[C:3]1[CH:4]=[C:5]([C:17]2[CH:22]=[CH:21][CH:20]=[CH:19][CH:18]=2)[C:6](=[O:16])[N:7]2[C:12]=1[C:11]1[S:13][CH:14]=[CH:15][C:10]=1[CH2:9][CH2:8]2.[C:23]([O:26][C:27](=O)C)(=[O:25])[CH3:24]>N1C=CC=CC=1>[C:23]([O:26][CH2:27][SH:13]1[C:11]2[C:12]3[N:7]([CH2:8][CH2:9][C:10]=2[CH:15]=[CH:14]1)[C:6](=[O:16])[C:5]([C:17]1[CH:18]=[CH:19][CH:20]=[CH:21][CH:22]=1)=[CH:4][CH:3]=3)(=[O:25])[CH3:24]. Starting materials: OCC=1C=C(C(N2CCC3=C(C12)SC=C3)=O)C3=CC=CC=C3 (4,5-dihydro-10-(hydroxymethyl)-8-phenyl-7H-thieno[2,3-a]quinolizin-7-one), C(C)(=O)OC(C)=O (acetic anhydride). Procedure details: A suspension of 1.55 g of 4,5-dihydro-10-(hydroxymethyl)-8-phenyl-7H-thieno[2,3-a]quinolizin-7-one in 6.7 ml of pyridine was treated with 3.35 ml of acetic anhydride while stirring, whereby a clear solution was obtained after about 15 minutes. After stirring overnight, the precipitated yellow crystals were removed by filtration under suction and washed with ether. The filtrate was evaporated in vacuo and the residue together with the above yellow crystals were recrystallized from methanol. There... The solvent is N1=CC=CC=C1 (pyridine). Starting materials: ClCCCBr (3-chlorobromopropane), O.O.O.O.O.[OH-].C(CCC)[N+](CCCC)(CCCC)CCCC (tetrabutylammonium hydroxide pentahydrate), C(CCCCCCCCCCCCC)OC1=CC=C(O1)C(=O)O (5-(tetradecyloxy)furan-2-carboxylic acid). The reagents and catalysts are [I-].[Na+] (sodium iodide). Solvent: CCOC(=O)C (EtOAc), [Cl-].[Na+].O (brine), O (water), CN(C=O)C (N,N-dimethylformamide). Conditions: time 12 hour. The product is C(CCCCCCCCCCCCC)OC1=CC=C(O1)C(=O)OCCCCl (3-chloropropyl 5-(tetradecyloxy)furan-2-carboxylate). Isolated yield 69.1%. RXN SMILES: [CH2:1]([O:15][C:16]1[O:20][C:19]([C:21]([OH:23])=[O:22])=[CH:18][CH:17]=1)[CH2:2][CH2:3][CH2:4][CH2:5][CH2:6][CH2:7][CH2:8][CH2:9][CH2:10][CH2:11][CH2:12][CH2:13][CH3:14].[Cl:24][CH2:25][CH2:26][CH2:27]Br.O.O.O.O.O.[OH-].C([N+](CCCC)(CCCC)CCCC)CCC>CN(C)C=O.CCOC(C)=O.[Cl-].[Na+].O.O.[I-].[Na+]>[CH2:1]([O:15][C:16]1[O:20][C:19]([C:21]([O:23][CH2:27][CH2:26][CH2:25][Cl:24])=[O:22])=[CH:18][CH:17]=1)[CH2:2][CH2:3][CH2:4][CH2:5][CH2:6][CH2:7][CH2:8][CH2:9][CH2:10][CH2:11][CH2:12][CH2:13][CH3:14] |f:2.3.4.5.6.7.8,11.12.13,15.16|. Reported procedure: To a vigorously stirred suspension of 5-(tetradecyloxy)furan-2-carboxylic acid (0.650 g, 2.0 mmol) in 10 mL of N,N-dimethylformamide was added 3-chlorobromopropane (0.618 mL, 6.0 mmol), tetrabutylammonium hydroxide pentahydrate (0.734 g, 4.2 mmol) and sodium iodide (˜20 mg). The suspension appeared to go into solution briefly, and then a very finely dispersed white precipitate was observed. The reaction was allowed to stir for 12 hrs. The suspension was then diluted with EtOAc (100 mL), brine (5... The reactants are COCCO, COc1cc2ncc(C#N)c(Cl)c2cc1OC, Nc1ccc2cn[nH]c2c1, [Na+], [Na+], O=C([O-])[O-], O. The product is COc1cc2ncc(C#N)c(Nc3ccc4cn[nH]c4c3)c2cc1OC. Reaction SMILES: [CH3:35][O:36][CH2:37][CH2:38][OH:39].[Cl:1][c:2]1[c:3]([C:16]#[N:17])[cH:4][n:5][c:6]2[cH:7][c:8]([O:14][CH3:15])[c:9]([O:12][CH3:13])[cH:10][c:11]12.[NH2:18][c:19]1[cH:20][cH:21][c:22]2[cH:23][n:24][nH:25][c:26]2[cH:27]1.[Na+:28].[Na+:29].[O-:30][C:31](=[O:32])[O-:33].[OH2:34]>>[c:2]1([NH:18][c:19]2[cH:20][cH:21][c:22]3[cH:23][n:24][nH:25][c:26]3[cH:27]2)[c:3]([C:16]#[N:17])[cH:4][n:5][c:6]2[cH:7][c:8]([O:14][CH3:15])[c:9]([O:12][CH3:13])[cH:10][c:11]12. Reactants: COC1=CC=C(C=C1)CO ((4-methoxyphenyl)methanol), [OH-].[K+] (KOH), C1COCCOCCOCCOCCOCCO1 (18-crown-6), BrC=1C(=CC(=NC1)Cl)OCC (5-bromo-2-chloro-4-ethoxypyridine). Run in COC(C)(C)C (2-methoxy-2-methylpropane), C1(=CC=CC=C1)C (toluene), [Cl-].[Na+].O (brine). Conditions: temperature 120 celsius, time 2 hour. The product is BrC=1C(=CC(=NC1)OCC1=CC=C(C=C1)OC)OCC (5-bromo-4-ethoxy-2-((4-methoxybenzyl)oxy)pyridine). Yield: 69.7%. RXN SMILES: [Br:1][C:2]1[C:3]([O:9][CH2:10][CH3:11])=[CH:4][C:5](Cl)=[N:6][CH:7]=1.[CH3:12][O:13][C:14]1[CH:19]=[CH:18][C:17]([CH2:20][OH:21])=[CH:16][CH:15]=1.[OH-].[K+].C1OCCOCCOCCOCCOCCOC1>C1(C)C=CC=CC=1.[Cl-].[Na+].O.COC(C)(C)C>[Br:1][C:2]1[C:3]([O:9][CH2:10][CH3:11])=[CH:4][C:5]([O:21][CH2:20][C:17]2[CH:18]=[CH:19][C:14]([O:13][CH3:12])=[CH:15][CH:16]=2)=[N:6][CH:7]=1 |f:2.3,6.7.8|. Reported procedure: To a mixture of 5-bromo-2-chloro-4-ethoxypyridine (75 g, 317.1 mmol) in toluene (500 mL) was added (4-methoxyphenyl)methanol (52.6 g, 380.6 mmol), KOH (35.6 g, 634.3 mmol) and 18-crown-6 (8.4 g, 31.2 mmol) at rt. The reaction mixture was stirred at 120° C. for 2 h. The mixture was portioned between 2-methoxy-2-methylpropane (500 mL) and brine (800 mL). The organic layer was concentrated. The residue was purified by column (PE/EA=10:1, Rf=0.5) to give 5-bromo-4-ethoxy-2-((4-methoxybenzyl)oxy)pyri... Reactants: FC(C1=CC(=NC=2N1N=CC2C(=O)O)C2=CC=C(C=C2)C(F)(F)F)(F)F (7-trifluoromethyl-5-(4-trifluoromethyl-phenyl)-pyrazolo[1,5-a]pyrimidine-3-carboxylic acid), NC=1C=C(C=CC1)S(=O)(=O)NC(CO)(C)CO (3-amino-N-(2-hydroxy-1-hydroxymethyl-1-methyl-ethyl)-benzenesulfonamide). The product is OCC(C)(CO)NS(=O)(=O)C=1C=C(C=CC1)NC(=O)C=1C=NN2C1N=C(C=C2C(F)(F)F)C2=CC=C(C=C2)C(F)(F)F (7-Trifluoromethyl-5-(4-trifluoromethyl-phenyl)-pyrazolo[1,5-a]pyrimidine-3-carboxylic acid[3-(2-hydroxy-1-hydroxymethyl-1-methyl-ethylsulfamoyl)-phenyl]-amide). As a reaction SMILES: [F:1][C:2]([F:26])([F:25])[C:3]1[N:8]2[N:9]=[CH:10][C:11]([C:12](O)=[O:13])=[C:7]2[N:6]=[C:5]([C:15]2[CH:20]=[CH:19][C:18]([C:21]([F:24])([F:23])[F:22])=[CH:17][CH:16]=2)[CH:4]=1.[NH2:27][C:28]1[CH:29]=[C:30]([S:34]([NH:37][C:38]([CH2:42][OH:43])([CH3:41])[CH2:39][OH:40])(=[O:36])=[O:35])[CH:31]=[CH:32][CH:33]=1>>[OH:40][CH2:39][C:38]([NH:37][S:34]([C:30]1[CH:29]=[C:28]([NH:27][C:12]([C:11]2[CH:10]=[N:9][N:8]3[C:3]([C:2]([F:25])([F:26])[F:1])=[CH:4][C:5]([C:15]4[CH:16]=[CH:17][C:18]([C:21]([F:22])([F:24])[F:23])=[CH:19][CH:20]=4)=[N:6][C:7]=23)=[O:13])[CH:33]=[CH:32][CH:31]=1)(=[O:36])=[O:35])([CH2:42][OH:43])[CH3:41]. Procedure details: The title compound was prepared from 7-trifluoromethyl-5-(4-trifluoromethyl-phenyl)-pyrazolo[1,5-a]pyrimidine-3-carboxylic acid (example C.2) and 3-amino-N-(2-hydroxy-1-hydroxymethyl-1-methyl-ethyl)-benzenesulfonamide (example B.9) according to general procedure II. Yellow solid. MS (ISP) 616.2 [(M−H−]; mp 248° C.